describe an organic reaction: reactants, conditions, products, and yield From a dataset of the Open Reaction Database (ORD), a public repository of structured organic reaction records. Reactants: Br.FC1=CC2=C(N(C(S2)=N)CCOC)C=C1 (6-Fluoro-3-(2-methoxyethyl)-3H-benzothiazol-2-ylideneamine hydrobromide), C1(CCCC1)CC(=O)Cl (cyclopentylacetyl chloride). The product is C1(CCCC1)CC(=O)\N=C\1/SC2=C(N1CCOC)C=CC(=C2)F (2-cyclopentyl-N-[(2Z)-6-fluoro-3-(2-methoxyethyl)-1,3-benzothiazol-2(3H)-ylidene]acetamide). RXN SMILES: Br.[F:2][C:3]1[CH:16]=[CH:15][C:6]2[N:7]([CH2:11][CH2:12][O:13][CH3:14])[C:8](=[NH:10])[S:9][C:5]=2[CH:4]=1.[CH:17]1([CH2:22][C:23](Cl)=[O:24])[CH2:21][CH2:20][CH2:19][CH2:18]1>>[CH:17]1([CH2:22][C:23](/[N:10]=[C:8]2\[S:9][C:5]3[CH:4]=[C:3]([F:2])[CH:16]=[CH:15][C:6]=3[N:7]\2[CH2:11][CH2:12][O:13][CH3:14])=[O:24])[CH2:21][CH2:20][CH2:19][CH2:18]1 |f:0.1|. Procedure details: The product from Example 113A and cyclopentylacetyl chloride were processed as described for example 11 to afford the title compound. 1H NMR (400 MHz, DMSO-d6) δ ppm 4.54 (d, J=5.76 Hz, 2H) 7.65 (t, J=8.14 Hz, 1H) 7.75 (dd, J=8.81, 2.71 Hz, 1H) 7.83 (dd, J=7.97, 1.53 Hz, 2H) 7.97 (dd, J=8.14, 1.36 Hz, 1H) 8.41 (d, J=3.05 Hz, 1H); MS (ESI+) m/z 337 (M+H)+; Anal. Calculated for C17H21FN2O2S: C, 60.69; H, 6.29; N, 8.33. Found: C, 60.67; H, 6.41; N, 8.25. Run at temperature 60 celsius, time 2 hour. The solvent is CN(C)C=O (DMF), CN(C)C=O (DMF). Reported procedure: Potassium hydroxide (180 mg) and tetrabutylammonium hydrogensulfate (90.4 mg) were dissolved in DMF (15 ml) by heating to 60° C. and a solution of diethyl [2,3,4-trifluoro[(1S)-2-hydroxy-1-methylethyl]anilino]methylenemalonate (1g, 99.8% ee) and diethyl ethoxymethylenemalonate (120 mg) in DMF 85 ml) was added thereto. The obtained mixture was stirred at the same temperature for 2 hours. After adding water, the liquid reaction mixture was extracted with ethyl acetate. The organic layer was dried ... Reagents/catalysts: S(=O)(=O)(O)[O-].C(CCC)[N+](CCCC)(CCCC)CCCC (tetrabutylammonium hydrogensulfate). As a reaction SMILES: [OH-].[K+].F[C:4]1[C:26]([F:27])=[C:25]([F:28])[CH:24]=[CH:23][C:5]=1[N:6]([CH:11]=[C:12]([C:18]([O:20][CH2:21][CH3:22])=[O:19])[C:13]([O:15][CH2:16][CH3:17])=[O:14])[C@@H:7]([CH3:10])[CH2:8][OH:9].C(OC=C(C(OCC)=O)C(OCC)=O)C.O>S([O-])(O)(=O)=O.C([N+](CCCC)(CCCC)CCCC)CCC.CN(C=O)C>[F:28][C:25]1[CH:24]=[CH:23][C:5]2[N:6]([CH:11]=[C:12]([C:18]([O:20][CH2:21][CH3:22])=[O:19])[C:13]([O:15][CH2:16][CH3:17])=[O:14])[C@@H:7]([CH3:10])[CH2:8][O:9][C:4]=2[C:26]=1[F:27] |f:0.1,5.6|. The product is FC1=C(C2=C(N([C@H](CO2)C)C=C(C(=O)OCC)C(=O)OCC)C=C1)F (Diethyl [(3S)-7,8-difluoro-3,4-dihydro-3-methyl-2H-[1,4]benzoxazin-4-yl]methylenemalonate). The reactants are [OH-].[K+] (Potassium hydroxide), FC1=C(N([C@H](CO)C)C=C(C(=O)OCC)C(=O)OCC)C=CC(=C1F)F (diethyl [2,3,4-trifluoro[(1S)-2-hydroxy-1-methylethyl]anilino]methylenemalonate), C(C)OC=C(C(=O)OCC)C(=O)OCC (diethyl ethoxymethylenemalonate), O (water). Reactants: ClCCCl, COc1ccccc1NC(=O)CC(=O)O, C[Si](C)(C)CCOCn1cnc(-c2cc3nccc(Oc4ccc(N)cc4F)c3s2)c1, CN(C)C=O, On1nnc2ccccc21. Yields the product COc1ccccc1NC(=O)CC(=O)Nc1ccc(Oc2ccnc3cc(-c4cn(COCC[Si](C)(C)C)cn4)sc23)c(F)c1. RXN SMILES: [CH2:57]([Cl:58])[CH2:59][Cl:60].[CH3:1][O:2][c:3]1[c:4]([NH:9][C:10]([CH2:11][C:12](=[O:13])[OH:14])=[O:15])[cH:5][cH:6][cH:7][cH:8]1.[F:26][c:27]1[cH:28][c:29]([NH2:56])[cH:30][cH:31][c:32]1[O:33][c:34]1[c:35]2[c:36]([n:37][cH:38][cH:39]1)[cH:40][c:41](-[c:43]1[n:44][cH:45][n:46]([CH2:48][O:49][CH2:50][CH2:51][Si:52]([CH3:53])([CH3:54])[CH3:55])[cH:47]1)[s:42]2.[O:61]=[CH:62][N:63]([CH3:64])[CH3:65].[OH:16][n:17]1[c:18]2[c:19]([cH:20][cH:21][cH:22][cH:23]2)[n:24][n:25]1>>[CH3:1][O:2][c:3]1[c:4]([NH:9][C:10]([CH2:11][C:12](=[O:14])[NH:56][c:29]2[cH:28][c:27]([F:26])[c:32]([O:33][c:34]3[c:35]4[c:36]([n:37][cH:38][cH:39]3)[cH:40][c:41](-[c:43]3[n:44][cH:45][n:46]([CH2:48][O:49][CH2:50][CH2:51][Si:52]([CH3:53])([CH3:54])[CH3:55])[cH:47]3)[s:42]4)[cH:31][cH:30]2)=[O:15])[cH:5][cH:6][cH:7][cH:8]1. Reactants: CN(C)C=O (DMF), C[C@H]1CN(CCN1)C=1N=NC(=C2C1C=NC=C2)C2=CC=C(C=C2)C(F)(F)F ((S)-4-(3-methylpiperazin-1-yl)-1-(4-(trifluoromethyl)phenyl)pyrido[3,4-d]pyridazine), FC1(CCN(CC1)C(=O)OC1=CC=C(C=C1)[N+](=O)[O-])F (4-nitrophenyl 4,4-difluoropiperidin-1-carboxylate), C([O-])([O-])=O.[K+].[K+] (potassium carbonate). Reagents/catalysts: CN(C1=CC=NC=C1)C (4-dimethylaminopyridine). Run in C(C)(=O)OCC (ethyl acetate). Run at temperature 75 celsius. Yields the product FC1(CCN(CC1)C(=O)N1[C@H](CN(CC1)C=1N=NC(=C2C1C=NC=C2)C2=CC=C(C=C2)C(F)(F)F)C)F ((S)-(4,4-difluoropiperidin-1-yl)(2-methyl-4-(1-(4-(trifluoromethyl)phenyl)pyrido[3,4-d]pyridazin-4-yl)piperazin-1-yl)methanone). Reaction SMILES: CN(C=O)C.[CH3:6][C@@H:7]1[NH:12][CH2:11][CH2:10][N:9]([C:13]2[N:14]=[N:15][C:16]([C:23]3[CH:28]=[CH:27][C:26]([C:29]([F:32])([F:31])[F:30])=[CH:25][CH:24]=3)=[C:17]3[CH:22]=[CH:21][N:20]=[CH:19][C:18]=23)[CH2:8]1.[F:33][C:34]1([F:52])[CH2:39][CH2:38][N:37]([C:40](OC2C=CC([N+]([O-])=O)=CC=2)=[O:41])[CH2:36][CH2:35]1.C(=O)([O-])[O-].[K+].[K+]>CN(C)C1C=CN=CC=1.C(OCC)(=O)C>[F:33][C:34]1([F:52])[CH2:39][CH2:38][N:37]([C:40]([N:12]2[CH2:11][CH2:10][N:9]([C:13]3[N:14]=[N:15][C:16]([C:23]4[CH:24]=[CH:25][C:26]([C:29]([F:32])([F:30])[F:31])=[CH:27][CH:28]=4)=[C:17]4[CH:22]=[CH:21][N:20]=[CH:19][C:18]=34)[CH2:8][C@@H:7]2[CH3:6])=[O:41])[CH2:36][CH2:35]1 |f:3.4.5|. Procedure details: DMF (3 mL) was added to (S)-4-(3-methylpiperazin-1-yl)-1-(4-(trifluoromethyl)phenyl)pyrido[3,4-d]pyridazine 47 (150 mg, 402 μmol), 4-nitrophenyl 4,4-difluoropiperidin-1-carboxylate 41 (230 mg, 803 μmol), potassium carbonate (167 mg, 1.2 mmol), 4-dimethylaminopyridine (9.8 mg, 80 μmol). The reaction was heated to 75° C. for 72 h. The reaction was diluted with ethyl acetate (70 mL) and washed with 1×10 mL water, 1×10 mL NaHCO3, and 1×10 mL brine. The organic layer was dried over MgSO4, filtered, a...